Task: describe an organic reaction: reactants, conditions, products, and yield. Dataset: the Open Reaction Database (ORD), a public repository of structured organic reaction records Starting materials: BrCc1ccc2nccnc2c1, CC(C)(C)c1ccc(-c2nc3cccc(N4CCNCC4)c3o2)cc1, CCN(C(C)C)C(C)C, CC#N. Product: CC(C)(C)c1ccc(-c2nc3cccc(N4CCN(Cc5ccc6nccnc6c5)CC4)c3o2)cc1. RXN SMILES: [Br:26][CH2:27][c:28]1[cH:29][c:30]2[n:31][cH:32][cH:33][n:34][c:35]2[cH:36][cH:37]1.[C:1]([CH3:2])([CH3:3])([CH3:4])[c:5]1[cH:6][cH:7][c:8](-[c:11]2[o:12][c:13]3[c:14]([n:15]2)[cH:16][cH:17][cH:18][c:19]3[N:20]2[CH2:21][CH2:22][NH:23][CH2:24][CH2:25]2)[cH:9][cH:10]1.[CH2:38]([N:39]([CH:40]([CH3:41])[CH3:42])[CH:43]([CH3:44])[CH3:45])[CH3:46].[CH3:47][C:48]#[N:49]>>[C:1]([CH3:2])([CH3:3])([CH3:4])[c:5]1[cH:6][cH:7][c:8](-[c:11]2[o:12][c:13]3[c:14]([n:15]2)[cH:16][cH:17][cH:18][c:19]3[N:20]2[CH2:21][CH2:22][N:23]([CH2:27][c:28]3[cH:29][c:30]4[n:31][cH:32][cH:33][n:34][c:35]4[cH:36][cH:37]3)[CH2:24][CH2:25]2)[cH:9][cH:10]1. Reagents/catalysts: O=[Os](=O)(=O)=O (OsO4). As a reaction SMILES: [Cl:1][C:2]1[C:3]2[CH2:19][CH2:18][C:17](=[O:20])[NH:16][C:4]=2[N:5]=[C:6](/[CH:8]=C/C2C=CC=CC=2)[N:7]=1.[O:21]1CCOCC1.O>O=[Os](=O)(=O)=O>[Cl:1][C:2]1[C:3]2[CH2:19][CH2:18][C:17](=[O:20])[NH:16][C:4]=2[N:5]=[C:6]([CH:8]=[O:21])[N:7]=1 |f:1.2|. Reported procedure: 4-Chloro-2-[(E)-2-phenylethenyl]-5,8-dihydropyrido[2,3-d]pyrimidin-7(6H)-one (0.18 g, 0.64 mmol) was dissolved in a 2:1 solution of 1,4-dioxane/water (6 mL) and cooled to 0° C. NaIO4 (0.314 g, 1.47 mmol) and catalytic OsO4 (1 mL, 4% aq. solution) were added and the solution was then stirred at ambient temperature overnight. The reaction solution was concentrated under vacuum, diluted with water, and extracted with 10% MeOH/DCM (4×). The organic layers were combined, dried over Na2SO4, filtered a... Yield: 44.0%. Conditions: temperature 0 celsius, time 8 hour. Product: ClC=1C2=C(N=C(N1)C=O)NC(CC2)=O (4-Chloro-7-oxo-5,6,7,8-tetrahydropyrido[2,3-d]pyrimidine-2-carbaldehyde). Starting materials: ClC=1C2=C(N=C(N1)\C=C\C1=CC=CC=C1)NC(CC2)=O (4-Chloro-2-[(E)-2-phenylethenyl]-5,8-dihydropyrido[2,3-d]pyrimidin-7(6H)-one), O1CCOCC1.O (1,4-dioxane water), NaIO4. Starting materials: ClC1=C(C=C(C=C1)Cl)F (2,5-dichlorofluorobenzene), OC(CCN(C(OC(C)(C)C)=O)C)CCC ((3-hydroxyhexyl)methylcarbamic acid, 1,1-dimethylethyl ester). Yields the product CC(C)(C)OC(N(C)CCC(CCC)OC1=C(C=CC(=C1)Cl)Cl)=O ([3-(2,5-Dichlorophenoxy)hexyl]methylcarbamic Acid 1,1-dimethylethyl ester). Reaction SMILES: [Cl:1][C:2]1[CH:7]=[CH:6][C:5]([Cl:8])=[CH:4][C:3]=1F.[OH:10][CH:11]([CH2:23][CH2:24][CH3:25])[CH2:12][CH2:13][N:14]([CH3:22])[C:15](=[O:21])[O:16][C:17]([CH3:20])([CH3:19])[CH3:18]>>[CH3:19][C:17]([O:16][C:15](=[O:21])[N:14]([CH2:13][CH2:12][CH:11]([O:10][C:3]1[CH:4]=[C:5]([Cl:8])[CH:6]=[CH:7][C:2]=1[Cl:1])[CH2:23][CH2:24][CH3:25])[CH3:22])([CH3:18])[CH3:20]. Reported procedure: The title compound was prepared according to the method of Example 3 step (b) but using 2,5-dichlorofluorobenzene and (3-hydroxyhexyl)methylcarbamic acid, 1,1-dimethylethyl ester. Starting materials: CO, [Na+], [OH-], NS(=O)(=O)c1cc(C(=O)c2ccn(S(=O)(=O)c3ccccc3)c2)ccc1Cl. The product is NS(=O)(=O)c1cc(C(=O)c2cc[nH]c2)ccc1Cl. Reaction SMILES: [CH3:28][OH:29].[Na+:31].[OH-:30].[c:1]1([S:2](=[O:3])(=[O:4])[n:10]2[cH:11][c:12]([C:15](=[O:16])[c:17]3[cH:18][cH:19][c:20]([Cl:27])[c:21]([S:23](=[O:24])(=[O:25])[NH2:26])[cH:22]3)[cH:13][cH:14]2)[cH:5][cH:6][cH:7][cH:8][cH:9]1>>[nH:10]1[cH:11][c:12]([C:15](=[O:16])[c:17]2[cH:18][cH:19][c:20]([Cl:27])[c:21]([S:23](=[O:24])(=[O:25])[NH2:26])[cH:22]2)[cH:13][cH:14]1. Starting materials: C(=O)(C(F)(F)F)O (TFA), NC(C(CC)C1=C(CCC2=NC(=NC=C2C(F)(F)F)NC2=CC=C(C=C2)C2CCN(CC2)C(=O)OC(C)(C)C)C=CC=C1)=O (tert-Butyl 4-(4-((4-(2-(1-amino-1-oxobutan-2-yl)phenethyl)-5-(trifluoromethyl)pyrimidin-2-yl)amino)phenyl)piperidine-1-carboxylate). Run in C(Cl)Cl (DCM). Yields the product N1CCC(CC1)C1=CC=C(C=C1)NC1=NC=C(C(=N1)CCC1=C(C=CC=C1)C(C(=O)N)CC)C(F)(F)F (2-(2-(2-(2-((4-(Piperidin-4-yl)phenyl)amino)-5-(trifluoromethyl)pyrimidin-4-yl)ethyl)phenyl)butanamide). Yield: 71.1%. As a reaction SMILES: C(O)(C(F)(F)F)=O.[NH2:8][C:9](=[O:51])[CH:10]([C:13]1[CH:50]=[CH:49][CH:48]=[CH:47][C:14]=1[CH2:15][CH2:16][C:17]1[C:22]([C:23]([F:26])([F:25])[F:24])=[CH:21][N:20]=[C:19]([NH:27][C:28]2[CH:33]=[CH:32][C:31]([CH:34]3[CH2:39][CH2:38][N:37](C(OC(C)(C)C)=O)[CH2:36][CH2:35]3)=[CH:30][CH:29]=2)[N:18]=1)[CH2:11][CH3:12]>C(Cl)Cl>[NH:37]1[CH2:38][CH2:39][CH:34]([C:31]2[CH:30]=[CH:29][C:28]([NH:27][C:19]3[N:18]=[C:17]([CH2:16][CH2:15][C:14]4[CH:47]=[CH:48][CH:49]=[CH:50][C:13]=4[CH:10]([CH2:11][CH3:12])[C:9]([NH2:8])=[O:51])[C:22]([C:23]([F:26])([F:25])[F:24])=[CH:21][N:20]=3)=[CH:33][CH:32]=2)[CH2:35][CH2:36]1. Reported procedure: A solution of TFA (0.84 mL, 11 mmol) and tert-butyl 4-(4-((4-(2-(1-amino-1-oxobutan-2-yl)phenethyl)-5-(trifluoromethyl)pyrimidin-2-yl)amino)phenyl)piperidine-1-carboxylate (A2) (168 mg, 0.275 mmol) in DCM (20 mL) was stirred for 24 hours at room temperature under a nitrogen atmosphere. The volatiles were removed in vacuo and the residue was taken up in MeOH and loaded onto an SCX cartridge (10 g). The column was eluted with 5 column volumes of MeOH and then 5 column volumes of 5% v/v aqueous amm...